From a dataset of the Open Reaction Database (ORD), a public repository of structured organic reaction records. describe an organic reaction: reactants, conditions, products, and yield The reactants are C1(CCCCCCC1)NCCO (N-cyclooctyl-N-(2-hydroxyethyl)amine), O=S(Cl)Cl (SOCl2). Yields the product [Cl-].C1(CCCCCCC1)[NH2+]CCCl (N-cyclooctyl-N-(2-chloroethyl)ammonium chloride). RXN SMILES: [CH:1]1([NH:9][CH2:10][CH2:11]O)[CH2:8][CH2:7][CH2:6][CH2:5][CH2:4][CH2:3][CH2:2]1.O=S(Cl)[Cl:15]>>[Cl-:15].[CH:1]1([NH2+:9][CH2:10][CH2:11][Cl:15])[CH2:8][CH2:7][CH2:6][CH2:5][CH2:4][CH2:3][CH2:2]1 |f:2.3|. Procedure details: 2-Hydroxyethylamine was reacted with cyclooctyl bromide according to Method B2a to give N-cyclooctyl-N-(2-hydroxyethyl)amine. The alcohol was reacted with SOCl2 according to Method B7c to give N-cyclooctyl-N-(2-chloroethyl)ammonium chloride. The chloroethylamine was reacted with 2-methyl-4-nitrophenyl isothiocyanate to give 2-(2-methyl-4-nitrophenylimino)-3-cyclooctyl-1,3-thiazolidine. The product is O=c1[nH]c(=O)n(C2CCCO2)cc1F. Reactants: C1=COCC1, [Cl-], O=c1[nH]cc(F)c(=O)[nH]1, c1ccncc1. RXN SMILES: [CH2:11]1[CH2:12][CH:13]=[CH:14][O:15]1.[Cl-:10].[F:1][c:2]1[c:3](=[O:9])[nH:4][c:5](=[O:8])[nH:6][cH:7]1.[cH:16]1[cH:17][cH:18][n:19][cH:20][cH:21]1>>[F:1][c:2]1[c:3](=[O:9])[nH:4][c:5](=[O:8])[n:6]([CH:14]2[CH2:13][CH2:12][CH2:11][O:15]2)[cH:7]1. Starting materials: COc1ccc(CN2C(=O)COc3cc(CBr)ccc32)cc1, CCOC(=O)C=Cc1ccccc1, C[Si](C)(C)Cl, [Cl-], [Cu]I, [NH4+], [NH4+], C1CCOC1, [OH-]. The product is CCOC(=O)CC(Cc1ccc2c(c1)OCC(=O)N2Cc1ccc(OC)cc1)c1ccccc1. As a reaction SMILES: [Br:1][CH2:2][c:3]1[cH:4][c:5]2[c:6]([cH:21][cH:22]1)[N:7]([CH2:12][c:13]1[cH:14][cH:15][c:16]([O:19][CH3:20])[cH:17][cH:18]1)[C:8](=[O:11])[CH2:9][O:10]2.[C:28]([CH:29]=[CH:30][c:31]1[cH:32][cH:33][cH:34][cH:35][cH:36]1)(=[O:37])[O:38][CH2:39][CH3:40].[CH3:23][Si:24]([Cl:25])([CH3:26])[CH3:27].[Cl-:41].[Cu:50][I:51].[NH4+:42].[NH4+:43].[O:45]1[CH2:46][CH2:47][CH2:48][CH2:49]1.[OH-:44]>>[CH2:2]([c:3]1[cH:4][c:5]2[c:6]([cH:21][cH:22]1)[N:7]([CH2:12][c:13]1[cH:14][cH:15][c:16]([O:19][CH3:20])[cH:17][cH:18]1)[C:8](=[O:11])[CH2:9][O:10]2)[CH:30]([CH2:29][C:28](=[O:37])[O:38][CH2:39][CH3:40])[c:31]1[cH:32][cH:33][cH:34][cH:35][cH:36]1. Reactants: [N+](=O)([O-])C1=CC=C(C=C1)N1CCN(CC1)CCC1=CC=C(C=C1)[N+](=O)[O-] (1-(4-Nitrophenyl)-4-(4-nitrophenethyl)piperazine). Reagents/catalysts: [Pd] (Pd/C). The solvent is methylated spirit. Product: NC1=CC=C(C=C1)N1CCN(CC1)CCC1=CC=C(C=C1)N (1-(4-Aminophenyl)-4-(4-aminophenethyl)piperazine). Reaction SMILES: [N+:1]([C:4]1[CH:9]=[CH:8][C:7]([N:10]2[CH2:15][CH2:14][N:13]([CH2:16][CH2:17][C:18]3[CH:23]=[CH:22][C:21]([N+:24]([O-])=O)=[CH:20][CH:19]=3)[CH2:12][CH2:11]2)=[CH:6][CH:5]=1)([O-])=O>[Pd]>[NH2:1][C:4]1[CH:5]=[CH:6][C:7]([N:10]2[CH2:11][CH2:12][N:13]([CH2:16][CH2:17][C:18]3[CH:19]=[CH:20][C:21]([NH2:24])=[CH:22][CH:23]=3)[CH2:14][CH2:15]2)=[CH:8][CH:9]=1. Procedure details: 1-(4-Nitrophenyl)-4-(4-nitrophenethyl)piperazine (3.35 g) in methylated spirit (400 ml) was hydrogenated at 45° and 60 psi over 10% Pd/C (about 300 mg) for 3 hours. The catalyst was then removed by filtration and the filtrate evaporated to dryness, giving an off-white residual solid which was crystallized from ethyl acetate (charcoal); yield of the title compound 2.1 g, m.p. 156°-8°. Starting materials: O=C([O-])[O-], CCn1c(C)nc2cc(Cl)c([N+](=O)[O-])cc21, [K+], [K+], CN(C)C=O, Sc1cccc2cnccc12. Yields the product CCn1c(C)nc2cc(Sc3cccc4cnccc34)c([N+](=O)[O-])cc21. RXN SMILES: [C:28](=[O:29])([O-:30])[O-:31].[Cl:12][c:13]1[cH:14][c:15]2[c:16]([n:17]([CH2:21][CH3:22])[c:18]([CH3:20])[n:19]2)[cH:23][c:24]1[N+:25](=[O:26])[O-:27].[K+:32].[K+:33].[O:34]=[CH:35][N:36]([CH3:37])[CH3:38].[cH:1]1[n:2][cH:3][cH:4][c:5]2[c:6]([SH:11])[cH:7][cH:8][cH:9][c:10]12>>[cH:1]1[n:2][cH:3][cH:4][c:5]2[c:6]([S:11][c:13]3[cH:14][c:15]4[c:16]([n:17]([CH2:21][CH3:22])[c:18]([CH3:20])[n:19]4)[cH:23][c:24]3[N+:25](=[O:26])[O-:27])[cH:7][cH:8][cH:9][c:10]12.